This data is from the Open Reaction Database (ORD), a public repository of structured organic reaction records. The task is: describe an organic reaction: reactants, conditions, products, and yield The reactants are FC(OC1=CC=C(C=C1)N)(F)F (4-trifluoromethoxyphenyl amine), C(C)OC1OC(CC1)OCC (2,5-diethoxy tetrahydrofuran). Run in C(C)(=O)O (acetic acid). Yields the product FC(OC1=CC=C(C=C1)N1C=CC=C1)(F)F (1-(4-Trifluoromethoxyphenyl)-1H-pyrrole). Isolated yield 81.0%. RXN SMILES: [F:1][C:2]([F:12])([F:11])[O:3][C:4]1[CH:9]=[CH:8][C:7]([NH2:10])=[CH:6][CH:5]=1.C(O[CH:16]1[CH2:20][CH2:19][CH:18](OCC)O1)C>C(O)(=O)C>[F:1][C:2]([F:11])([F:12])[O:3][C:4]1[CH:5]=[CH:6][C:7]([N:10]2[CH:16]=[CH:20][CH:19]=[CH:18]2)=[CH:8][CH:9]=1. Reported procedure: The compound was prepared according to Colotta et al. J. Med. Chem. 2006, 49, 6015. A solution of 4-trifluoromethoxyphenyl amine (500 milligrams (mg), 2.82 millimoles (mmol), 1.00 equivalent (eq)) and 2,5-diethoxy tetrahydrofuran (452 mg, 2.82 mmol, 1.00 eq) in glacial acetic acid (20 milliliters (mL)) was heated at 90° C. for 1 hour (h) before being dried onto silica gel. The residue was then slurried in refluxing hexane, filtered hot, and concentrated to dryness affording the desired intermedi...